This data is from the Open Reaction Database (ORD), a public repository of structured organic reaction records. The task is: describe an organic reaction: reactants, conditions, products, and yield Reactants: NC=1C=CC2=C(CC(O2)C(=O)OC)C1 ((±)-5-amino-2,3-dihydro-2-methoxycarbonylbenzofuran), ClC1=NC=C(C(=N1)NC=1C(=NC(=CC1)OC)OC)F (2-chloro-N4-(2,6-dimethoxypyridin-3-yl)-5-fluoro-4-pyrimidineamine). Product: COC(=O)C1OC2=C(C1)C=C(C=C2)NC2=NC=C(C(=N2)NC=2C(=NC(=CC2)OC)OC)F ((±)-N2-(2,3-dihydro-2-methoxycarbonylbenzofuran-5-yl)-N4-(2,6-dimethoxypyridin-3-yl)-5-fluoro-2,4-pyrimidinediamine). RXN SMILES: [NH2:1][C:2]1[CH:3]=[CH:4][C:5]2[O:9][CH:8]([C:10]([O:12][CH3:13])=[O:11])[CH2:7][C:6]=2[CH:14]=1.Cl[C:16]1[N:21]=[C:20]([NH:22][C:23]2[C:24]([O:31][CH3:32])=[N:25][C:26]([O:29][CH3:30])=[CH:27][CH:28]=2)[C:19]([F:33])=[CH:18][N:17]=1>>[CH3:13][O:12][C:10]([CH:8]1[CH2:7][C:6]2[CH:14]=[C:2]([NH:1][C:16]3[N:21]=[C:20]([NH:22][C:23]4[C:24]([O:31][CH3:32])=[N:25][C:26]([O:29][CH3:30])=[CH:27][CH:28]=4)[C:19]([F:33])=[CH:18][N:17]=3)[CH:3]=[CH:4][C:5]=2[O:9]1)=[O:11]. Procedure: In like manner to the preparation of (±)-N4-(3,4-difluorophenyl)-N2-(2,3-dihydro-2-methoxycarbonylbenzofuran-5-yl)-5-fluoro-2,4-pyrimidinediamine, the reaction of (±)-5-amino-2,3-dihydro-2-methoxycarbonylbenzofuran with 2-chloro-N4-(2,6-dimethoxypyridin-3-yl)-5-fluoro-4-pyrimidineamine gave (±)-N2-(2,3-dihydro-2-methoxycarbonylbenzofuran-5-yl)-N4-(2,6-dimethoxypyridin-3-yl)-5-fluoro-2,4-pyrimidinediamine. 1H NMR (DMSO-d6): δ 10.03 (bs, 2H), 8.18 (d, 1H, J=4.8 Hz), 7.68 (bd, 1H, J=8.1 Hz), 7.27 (... The reactants are C(C1=CC=CC=C1)C=1OC=C(N1)C(=O)OCC (ethyl 2-benzyloxazole-4-carboxylate), [OH-].[Na+] (sodium hydroxide). The solvent is CO (methanol). Product: 20.5, C(C1=CC=CC=C1)C=1OC=C(N1)C(=O)O (2-benzyl-oxazole-4-carboxylic acid). Reaction SMILES: [CH2:1]([C:8]1[O:9][CH:10]=[C:11]([C:13]([O:15]CC)=[O:14])[N:12]=1)[C:2]1[CH:7]=[CH:6][CH:5]=[CH:4][CH:3]=1.[OH-].[Na+]>CO>[CH2:1]([C:8]1[O:9][CH:10]=[C:11]([C:13]([OH:15])=[O:14])[N:12]=1)[C:2]1[CH:7]=[CH:6][CH:5]=[CH:4][CH:3]=1 |f:1.2|. Procedure: Hydrolysis of this ester with a solution of sodium hydroxide in methanol at 15° C. gives 20.5 of 2-benzyl-oxazole-4-carboxylic acid, melting point 155°-156° C., which, when decarboxylated with copper powder at 210°-220° C., gives 12.5 g of 2-benzyloxazole, boiling point 134°-136°/25 mm Hg; nD25 1.5395. Starting materials: CC(=O)NN, CN1CCOCC1, CCN=C=NCCCN(C)C, ClCCl, O=C(O)C1CCCCN1S(=O)(=O)c1ccc(F)cc1, O, On1nnc2ccccc21. Yields the product CC(=O)NNC(=O)C1CCCCN1S(=O)(=O)c1ccc(F)cc1. Reaction SMILES: [C:12]([CH3:13])(=[O:14])[NH:15][NH2:16].[CH3:17][N:18]1[CH2:19][CH2:20][O:21][CH2:22][CH2:23]1.[CH3:24][N:25]([CH3:26])[CH2:27][CH2:28][CH2:29][N:30]=[C:31]=[N:32][CH2:33][CH3:34].[Cl:54][CH2:55][Cl:56].[F:35][c:36]1[cH:37][cH:38][c:39]([S:42](=[O:43])(=[O:44])[N:45]2[CH:46]([C:51](=[O:52])[OH:53])[CH2:47][CH2:48][CH2:49][CH2:50]2)[cH:40][cH:41]1.[OH2:1].[OH:2][n:3]1[c:4]2[cH:5][cH:6][cH:7][cH:8][c:9]2[n:10][n:11]1>>[C:12]([CH3:13])(=[O:14])[NH:15][NH:16][C:51]([CH:46]1[N:45]([S:42]([c:39]2[cH:38][cH:37][c:36]([F:35])[cH:41][cH:40]2)(=[O:43])=[O:44])[CH2:50][CH2:49][CH2:48][CH2:47]1)=[O:52]. Reactants: O (water), C([O-])(O)=O.[Na+] (sodium bicarbonate), FC(OC1=CC=C(C=C1)B(O)O)(F)F ([4-(trifluoromethoxy)phenyl]boronic acid), ClC1=NC(=CC(=C1)C#N)N1CCOCC1 (2-chloro-6-morpholino-pyridine-4-carbonitrile). Solvent: C(OC)COC (dimethoxyethane). Yields the product O1CCN(CC1)C1=NC(=CC(=C1)C#N)C1=CC=C(C=C1)OC(F)(F)F (2-morpholino-6-[4-(trifluoromethoxy)phenyl]pyridine-4-carbonitrile). The yield is 55.5%. Reaction SMILES: Cl[C:2]1[CH:7]=[C:6]([C:8]#[N:9])[CH:5]=[C:4]([N:10]2[CH2:15][CH2:14][O:13][CH2:12][CH2:11]2)[N:3]=1.O.C(=O)(O)[O-].[Na+].[F:22][C:23]([F:35])([F:34])[O:24][C:25]1[CH:30]=[CH:29][C:28](B(O)O)=[CH:27][CH:26]=1>C(COC)OC>[O:13]1[CH2:14][CH2:15][N:10]([C:4]2[CH:5]=[C:6]([C:8]#[N:9])[CH:7]=[C:2]([C:28]3[CH:27]=[CH:26][C:25]([O:24][C:23]([F:22])([F:34])[F:35])=[CH:30][CH:29]=3)[N:3]=2)[CH2:11][CH2:12]1 |f:2.3|. Procedure: The carbonitrile 25B (2.3 g, 10.28 mmol) was dissolved in 80 ml of dimethoxyethane. To the solution were added 40 ml of water, sodium bicarbonate (3 equiv., 2.6 g), [4-(trifluoromethoxy)phenyl]boronic acid (1.2 equiv., 2.54 g) and the mixture was stirred at rt for 5′. The mixture was degassed and put under argon. A catalytic amount of tetrakispalladium was added and the mixture was heated at 100° C. overnight. The solvents were evaporated off and the residue was dissolved with ethyl acetate, was...